Task: describe an organic reaction: reactants, conditions, products, and yield. Dataset: the Open Reaction Database (ORD), a public repository of structured organic reaction records The reactants are C[Mg]I (methyl magnesium iodide), COC=1C(=C2C=3C(CN=CC3C1)C1=C(CC2)C=CC=C1)OC (5,6-dimethoxy-1,7,8,12b-tetrahydrobenzo[6,7]cyclohepta[1,2,3-de]isoquinoline), organohalide, (3,12b-trans)-5,6-dimethoxy-3-methyl-2-(phenylmethyl)-1,2,3,7,8,12b-hexahydrobenzo[6,7]cyclohepta[1,2,3-de]isoquinoline, formula II, C(C1=CC=CC=C1)Br (benzyl bromide), Grignard reagent. The product is [Br-].COC=1C(=C2C=3C(C[N+](=CC3C1)CC1=CC=CC=C1)C1=C(CC2)C=CC=C1)OC (5,6-dimethoxy-2-phenylmethyl-1,7,8,12b-tetrahydrobenzo-[6,7]cyclohepta[1,2,3-de]isoquinolinium bromide). Reaction SMILES: [CH3:1][O:2][C:3]1[C:4]([O:21][CH3:22])=[C:5]2[CH2:16][CH2:15][C:14]3[CH:17]=[CH:18][CH:19]=[CH:20][C:13]=3[CH:7]3[CH2:8][N:9]=[CH:10][C:11]([CH:12]=1)=[C:6]23.[CH2:23]([Br:30])[C:24]1[CH:29]=[CH:28][CH:27]=[CH:26][CH:25]=1.C[Mg]I>>[Br-:30].[CH3:1][O:2][C:3]1[C:4]([O:21][CH3:22])=[C:5]2[CH2:16][CH2:15][C:14]3[CH:17]=[CH:18][CH:19]=[CH:20][C:13]=3[CH:7]3[CH2:8][N+:9]([CH2:23][C:24]4[CH:29]=[CH:28][CH:27]=[CH:26][CH:25]=4)=[CH:10][C:11]([CH:12]=1)=[C:6]23 |f:3.4|. Reported procedure: By following serially the procedure of step (a) of example 5 and the procedure of example 6 and selecting 5,6-dimethoxy-1,7,8,12b-tetrahydrobenzo[6,7]cyclohepta[1,2,3-de]isoquinoline as the starting material of formula II, benzyl bromide as the organohalide and methyl magnesium iodide as the Grignard reagent, (3,12b-trans)-5,6-dimethoxy-3-methyl-2-(phenylmethyl)-1,2,3,7,8,12b-hexahydrobenzo[6,7]cyclohepta[1,2,3-de]isoquinoline, mp 160°-162° C., NMR (CDCl3) δ6.5 (s, 1H), 7.25 (m, 9H), was obtaine... The reactants are COC(CCCCCCCN(C(C1=CC=C(C=C1)Cl)=O)C1=CC=C(C=C1)OC)=O (8-[4-chloro-N-(4-methoxyphenyl)-benzamido]-caprylic acid methyl ester), [OH-].[Na+] (sodium hydroxide). Run in CO (methanol). The product is ClC1=CC=C(C(=O)N(C2=CC=C(C=C2)OC)CCCCCCCC(=O)O)C=C1 (8-[4-Chloro-N-(4-methoxyphenyl)-benzamido]-caprylic acid). Reaction SMILES: C[O:2][C:3](=[O:29])[CH2:4][CH2:5][CH2:6][CH2:7][CH2:8][CH2:9][CH2:10][N:11]([C:21]1[CH:26]=[CH:25][C:24]([O:27][CH3:28])=[CH:23][CH:22]=1)[C:12](=[O:20])[C:13]1[CH:18]=[CH:17][C:16]([Cl:19])=[CH:15][CH:14]=1.[OH-].[Na+]>CO>[Cl:19][C:16]1[CH:15]=[CH:14][C:13]([C:12]([N:11]([CH2:10][CH2:9][CH2:8][CH2:7][CH2:6][CH2:5][CH2:4][C:3]([OH:29])=[O:2])[C:21]2[CH:26]=[CH:25][C:24]([O:27][CH3:28])=[CH:23][CH:22]=2)=[O:20])=[CH:18][CH:17]=1 |f:1.2|. Reported procedure: As described in example 1(b), the reaction is carried out with 125 g (0.3 mol) of 8-[4-chloro-N-(4-methoxyphenyl)-benzamido]-caprylic acid methyl ester, 500 cc. of methanol and 12 g (0.3 mol) of sodium hydroxide. Reaction time: 2 days, reaction temperature: 25° C. 40 g of the crude product (96.3 g) are purified chromatographically on silicic acid using a mixture of chloroform and methanol (99:1) as eluant.